From a dataset of the Open Reaction Database (ORD), a public repository of structured organic reaction records. describe an organic reaction: reactants, conditions, products, and yield Reactants: BrC=1C=C(C=C(C1N)Br)S(=O)CCCCOC=1C=C2CCC(NC2=CC1)=O (6-[4-(3,5-dibromo-4-amino-phenylsulfinyl)-butoxy]-3,4-dihydro-carbostyril), OO (hydrogen peroxide). Yields the product BrC=1C=C(C=C(C1N)Br)S(=O)(=O)CCCCOC=1C=C2CCC(NC2=CC1)=O (6-[4-(3,5-Dibromo-4-amino-phenylsulfonyl)-butoxy]-3,4-dihydro-carbostyril). RXN SMILES: [Br:1][C:2]1[CH:3]=[C:4]([S:10]([CH2:12][CH2:13][CH2:14][CH2:15][O:16][C:17]2[CH:18]=[C:19]3[C:24](=[CH:25][CH:26]=2)[NH:23][C:22](=[O:27])[CH2:21][CH2:20]3)=[O:11])[CH:5]=[C:6]([Br:9])[C:7]=1[NH2:8].[OH:28]O>>[Br:1][C:2]1[CH:3]=[C:4]([S:10]([CH2:12][CH2:13][CH2:14][CH2:15][O:16][C:17]2[CH:18]=[C:19]3[C:24](=[CH:25][CH:26]=2)[NH:23][C:22](=[O:27])[CH2:21][CH2:20]3)(=[O:28])=[O:11])[CH:5]=[C:6]([Br:9])[C:7]=1[NH2:8]. Procedure details: Prepared analogous to Example 124 from 6-[4-(3,5-dibromo-4-amino-phenylsulfinyl)-butoxy]-3,4-dihydro-carbostyril and hydrogen peroxide. Reactants: C(C)(C)(C)OC(NC1=CC(=CC=C1)SC1=C(C=C(C=C1)C(NC1=CC(=CC=C1)Br)=O)NC=1C2=C(N=CN1)N=C(C=C2)C(C)C)=O ({3-[4-(3-Bromo-phenylcarbamoyl)-2-(7-isopropyl-pyrido[2,3-d]pyrimidin-4-ylamino)-phenylsulfanyl]-phenyl}-carbamic acid tert-butyl ester), FC(C(=O)O)(F)F (trifluoroacetic acid). Solvent: ClCCl (dichloromethane). Run at time 30 minute. Product: NC=1C=C(C=CC1)SC1=C(C=C(C(=O)NC2=CC(=CC=C2)Br)C=C1)NC=1C2=C(N=CN1)N=C(C=C2)C(C)C (4-(3-Amino-phenylsulfanyl)-N-(3-bromo-phenyl)-3-(7-isopropyl-pyrido[2,3-d]pyrimidin-4-ylamino)-benzamide), FC(C(=O)O)(F)F (trifluoroacetic acid). Yield: 35.0%. RXN SMILES: C(OC(=O)[NH:7][C:8]1[CH:13]=[CH:12][CH:11]=[C:10]([S:14][C:15]2[CH:20]=[CH:19][C:18]([C:21](=[O:30])[NH:22][C:23]3[CH:28]=[CH:27][CH:26]=[C:25]([Br:29])[CH:24]=3)=[CH:17][C:16]=2[NH:31][C:32]2[C:33]3[CH:41]=[CH:40][C:39]([CH:42]([CH3:44])[CH3:43])=[N:38][C:34]=3[N:35]=[CH:36][N:37]=2)[CH:9]=1)(C)(C)C.[F:46][C:47]([F:52])([F:51])[C:48]([OH:50])=[O:49]>ClCCl>[NH2:7][C:8]1[CH:9]=[C:10]([S:14][C:15]2[CH:20]=[CH:19][C:18]([C:21]([NH:22][C:23]3[CH:28]=[CH:27][CH:26]=[C:25]([Br:29])[CH:24]=3)=[O:30])=[CH:17][C:16]=2[NH:31][C:32]2[C:33]3[CH:41]=[CH:40][C:39]([CH:42]([CH3:44])[CH3:43])=[N:38][C:34]=3[N:35]=[CH:36][N:37]=2)[CH:11]=[CH:12][CH:13]=1.[F:46][C:47]([F:52])([F:51])[C:48]([OH:50])=[O:49]. Procedure details: To a slurry of the product of Example 95D (0.67 g, 0.98 mmol) in dichloromethane (10 mL) was added dropwise trifluoroacetic acid (5 mL). The solution was stirred for 30 minutes and concentrated under vacuum. The resultant residue was purified by HPLC with TFA to provide the title compound as a trifluoroacetic acid salt (15 mg, 35%). 1H NMR (300 MHz, DMSO-D6) δ ppm: 1.36 (d, J=6.62 Hz, 6 H), 3.22-3.33 (m, 1 H), 6.31-6.64 (m, 3 H), 6.97 (t, J=7.91 Hz, 1 H), 7.23-7.41 (m, 3 H), 7.69-7.79 (m, 1 H), ... Procedure details: To a solution of L-(+)-diisopropyl tartarate (1.030 mg, 4.4 mmol) in absolute chloroform (40 ml), tetaraisopropyl titanate (1.136 mg, 4 mmol) was dropwise added and stirred at room temperature for 30 minutes. After evaporating volatile components off in the same manner as in Example 1, absolute chloroform (40 ml) was added to the residue and stirred at room temperature to obtain a homogeneous solution. To the resulting solution, trimethylsilyl cyanide (436 mg, 4.4 mmol) and then 3-phenoxybenzald... The reactants are L-(+)-diisopropyl tartarate, Cl (hydrochloric acid), C[Si](C)(C)C#N (trimethylsilyl cyanide), O(C1=CC=CC=C1)C=1C=C(C=O)C=CC1 (3-phenoxybenzaldehyde). Conditions: time 30 minute. Reagents/catalysts: [Ti] (titanate). RXN SMILES: C[Si]([C:5]#[N:6])(C)C.[O:7]([C:14]1[CH:15]=[C:16]([CH:19]=[CH:20][CH:21]=1)[CH:17]=[O:18])[C:8]1[CH:13]=[CH:12][CH:11]=[CH:10][CH:9]=1.Cl>C(Cl)(Cl)Cl.[Ti]>[C:5]([CH:17]([OH:18])[C:16]1[CH:19]=[CH:20][CH:21]=[C:14]([O:7][C:8]2[CH:9]=[CH:10][CH:11]=[CH:12][CH:13]=2)[CH:15]=1)#[N:6]. The yield is 64.4%. Run in C(Cl)(Cl)Cl (chloroform). Yields the product C(#N)C(C1=CC(=CC=C1)OC1=CC=CC=C1)O (α-cyano-3-phenoxybenzyl alcohol).